Task: describe an organic reaction: reactants, conditions, products, and yield. Dataset: the Open Reaction Database (ORD), a public repository of structured organic reaction records Reactants: C(C=C)N1CCN(CC1)C(=S)N (4-allyl-1-piperazinyl-thiocarboxamide), CC(C)(C)C(=O)CBr (bromopinacoline). The solvent is C(C)O (ethanol). The product is C(C=C)N1CCN(CC1)C=1SC=C(N1)C(C)(C)C (2-(4-allyl-1-piperazinyl)-4-tert.butyl-thiazole). RXN SMILES: [CH2:1]([N:4]1[CH2:9][CH2:8][N:7]([C:10]([NH2:12])=[S:11])[CH2:6][CH2:5]1)[CH:2]=[CH2:3].[CH3:13][C:14]([C:17]([CH2:19]Br)=O)([CH3:16])[CH3:15]>C(O)C>[CH2:1]([N:4]1[CH2:9][CH2:8][N:7]([C:10]2[S:11][CH:19]=[C:17]([C:14]([CH3:16])([CH3:15])[CH3:13])[N:12]=2)[CH2:6][CH2:5]1)[CH:2]=[CH2:3]. Procedure: 3.7 g of 4-allyl-1-piperazinyl-thiocarboxamide are added to a solution of 3.6 g of bromopinacoline in 40 cc of ethanol, and the reaction mixture is subsequently heated to the boil at reflux for 2 hours. The mixture is subsequently concentrated by evaporation in a vacuum, the residue is dissolved in a small amount of water and divided between ether and a concentrated aqueous sodium hydroxide solution. The ether phase is washed with water, dried over sodium sulphate and saturated with hydrogen chl... The solvent is O (water), ClCCl (dichloromethane). Reactants: [Cl-].[Al+3].[Cl-].[Cl-] (aluminum chloride), Cl (HCl), C1(=CC=CC=C1)CCCO (3-phenyl-1-propanol), ClC(C)(CCC(C)(C)Cl)C (2,5-dichloro-2,5-dimethylhexane), [Cl-].[Al+3].[Cl-].[Cl-] (aluminum chloride). Procedure details: To a solution of 14 g (103 mmol) of 3-phenyl-1-propanol and 18.2 g (123 mmol) of 2,5-dichloro-2,5-dimethylhexane in 100 mL of dichloromethane was added 15 g (113 mmol) of aluminum chloride. After the addition of aluminum chloride was complete, the reaction was heated to reflux. After 16 hours, the reaction mixture was cooled to room temperature and 100 mL of water was added, followed by 100 mL of 1N HCl. The reaction mixture was stirred for 2 hours, filtered through a Celite pad and the layers w... Isolated yield 53.0%. As a reaction SMILES: [C:1]1([CH2:7][CH2:8][CH2:9][OH:10])[CH:6]=[CH:5][CH:4]=[CH:3][CH:2]=1.Cl[C:12]([CH3:20])([CH2:14][CH2:15][C:16](Cl)([CH3:18])[CH3:17])[CH3:13].[Cl-].[Al+3].[Cl-].[Cl-].Cl>ClCCl.O>[OH:10][CH2:9][CH2:8][CH2:7][C:1]1[CH:6]=[CH:5][C:4]2[C:16]([CH3:18])([CH3:17])[CH2:15][CH2:14][C:12]([CH3:20])([CH3:13])[C:3]=2[CH:2]=1 |f:2.3.4.5|. The product is OCCCC1=CC=2C(CCC(C2C=C1)(C)C)(C)C (2-(3-hydroxypropyl)-5,5,8,8-tetramethyl-5,6,7,8-tetrahydro-naphthalene). Conditions: time 16 hour. Starting materials: BrC1=C(N=C(N1COCC[Si](C)(C)C)N1CCN(CC1)S(=O)(=O)CC)C=1C=C(C(=NC1)N)OC (5-(5-bromo-2-(4-(ethylsulfonyl)piperazin-1-yl)-1-((2-(trimethylsilyl)ethoxy)methyl)-1H-imidazol-4-yl)-3-methoxypyridin-2-amine). The solvent is C1CCOC1 (THF), CN(C)C=O (DMF). The product is BrC1=C(N=C(N1COCC[Si](C)(C)C)N1CCNCC1)C=1C=C(C(=NC1)N)OC (5-(5-bromo-2-(piperazin-1-yl)-1-((2-(trimethylsilyl)ethoxy)methyl)-1H-imidazol-4-yl)-3-methoxypyridin-2-amine). As a reaction SMILES: [Br:1][C:2]1[N:6]([CH2:7][O:8][CH2:9][CH2:10][Si:11]([CH3:14])([CH3:13])[CH3:12])[C:5]([N:15]2[CH2:20][CH2:19][N:18](S(CC)(=O)=O)[CH2:17][CH2:16]2)=[N:4][C:3]=1[C:26]1[CH:27]=[C:28]([O:33][CH3:34])[C:29]([NH2:32])=[N:30][CH:31]=1>C1COCC1.CN(C=O)C>[Br:1][C:2]1[N:6]([CH2:7][O:8][CH2:9][CH2:10][Si:11]([CH3:14])([CH3:13])[CH3:12])[C:5]([N:15]2[CH2:16][CH2:17][NH:18][CH2:19][CH2:20]2)=[N:4][C:3]=1[C:26]1[CH:27]=[C:28]([O:33][CH3:34])[C:29]([NH2:32])=[N:30][CH:31]=1. Procedure details: Preparation of 5-(5-bromo-2-(4-(ethylsulfonyl)piperazin-1-yl)-1-((2-(trimethylsilyl)ethoxy)methyl)-1H-imidazol-4-yl)-3-methoxypyridin-2-amine: In a 10 mL round-bottomed flask was 5-(5-bromo-2-(piperazin-1-yl)-1-((2-(trimethylsilyl)ethoxy)methyl)-1H-imidazol-4-yl)-3-methoxypyridin-2-amine (22 mg, 0.046 mmol) in THF (1.2 ml) and DMF (0.2 mL) under Ar at 0° C. to give a colorless solution. Ethanesulfonyl chloride (8.62 μl, 0.091 mmol) and triethylamine (0.014 ml, 0.100 mmol) were added. The ice bat...